The task is: describe an organic reaction: reactants, conditions, products, and yield. This data is from the Open Reaction Database (ORD), a public repository of structured organic reaction records. Starting materials: CCc1oc(-c2ccc(C(F)(F)F)cc2)cc1COc1ccc(C(=O)OC)cc1, CO, Cl, [Na+], C1CCOC1, [OH-], O. Product: CCc1oc(-c2ccc(C(F)(F)F)cc2)cc1COc1ccc(C(=O)O)cc1. Reaction SMILES: [CH2:1]([CH3:2])[c:3]1[o:4][c:5](-[c:20]2[cH:21][cH:22][c:23]([C:26]([F:27])([F:28])[F:29])[cH:24][cH:25]2)[cH:6][c:7]1[CH2:8][O:9][c:10]1[cH:11][cH:12][c:13]([C:14](=[O:15])[O:16][CH3:17])[cH:18][cH:19]1.[CH3:34][OH:35].[ClH:33].[Na+:31].[O:36]1[CH2:37][CH2:38][CH2:39][CH2:40]1.[OH-:30].[OH2:32]>>[CH2:1]([CH3:2])[c:3]1[o:4][c:5](-[c:20]2[cH:21][cH:22][c:23]([C:26]([F:27])([F:28])[F:29])[cH:24][cH:25]2)[cH:6][c:7]1[CH2:8][O:9][c:10]1[cH:11][cH:12][c:13]([C:14](=[O:15])[OH:16])[cH:18][cH:19]1.